From a dataset of the Open Reaction Database (ORD), a public repository of structured organic reaction records. describe an organic reaction: reactants, conditions, products, and yield Starting materials: C1=CC(=C(C=C1C=2C=CC(=CC2F)F)C(=O)O)O (Diflunisal), Cl.CN(CCCN=C=N)C (3-dimethylaminopropylcarbodiimide hydrochloride), O.ON1N=NC2=C1C=CC=C2 (1-hydroxybenzotriazole hydrate), C(CC)O (propanol). The solvent is CN(C=O)C (N,N-dimethylformamide), O (Water). Reaction conditions: time 8 hour. Yields the product FC1=C(C=CC(=C1)F)C1=CC=C(C(C(=O)OCCC)=C1)O (propyl 5-(2,4-difluorophenyl)salicylate). Yield: 30.6%. As a reaction SMILES: [CH:1]1[C:6]([C:7]2[CH:8]=[CH:9][C:10]([F:14])=[CH:11][C:12]=2[F:13])=[CH:5][C:4]([C:15]([OH:17])=[O:16])=[C:3]([OH:18])[CH:2]=1.Cl.CN(C)[CH2:22][CH2:23][CH2:24]N=C=N.O.ON1C2C=CC=CC=2N=N1.C(O)CC>CN(C)C=O.O>[F:13][C:12]1[CH:11]=[C:10]([F:14])[CH:9]=[CH:8][C:7]=1[C:6]1[CH:5]=[C:4]([C:15]([O:17][CH2:22][CH2:23][CH3:24])=[O:16])[C:3]([OH:18])=[CH:2][CH:1]=1 |f:1.2,3.4|. Procedure: Diflunisal (500 mg), 1-ethyl-3-(3-dimethylaminopropylcarbodiimide hydrochloride (458 mg), 1-hydroxybenzotriazole hydrate (36.7 mg), and propanol (2 ml) were dissolved in N,N-dimethylformamide to prepare a solution which was then stirred at room temperature overnight. Water was added to the reaction solution, and the mixture was extracted with ethyl acetate. The ethyl acetate layer was then washed with water and was dried over anhydrous sodium sulfate. The solvent was removed therefrom by distill... Starting materials: CN(C1(CCC(CC1)=CC(=O)NCCCCC1=CNC2=CC=CC=C12)C1=CC=CC=C1)C (2-(4-Dimethylamino-4-phenylcyclohexylidene)-N-[4-(1H-indol-3-yl)butyl]acetamide), Cl[Si](C)(C)C (chlorotrimethylsilane). The solvent is CC(=O)CC (ethyl methyl ketone). The product is Cl.CN(C1(CCC(CC1)=CC(=O)NCCCCC1=CNC2=CC=CC=C12)C1=CC=CC=C1)C (2-(4-Dimethylamino-4-phenylcyclohexylidene)-N-[4-(1H-indol-3-yl)butyl]acetamide hydrochloride). Isolated yield 74.0%. RXN SMILES: [CH3:1][N:2]([CH3:32])[C:3]1([C:26]2[CH:31]=[CH:30][CH:29]=[CH:28][CH:27]=2)[CH2:8][CH2:7][C:6](=[CH:9][C:10]([NH:12][CH2:13][CH2:14][CH2:15][CH2:16][C:17]2[C:25]3[C:20](=[CH:21][CH:22]=[CH:23][CH:24]=3)[NH:19][CH:18]=2)=[O:11])[CH2:5][CH2:4]1.[Cl:33][Si](C)(C)C>CC(CC)=O>[ClH:33].[CH3:32][N:2]([CH3:1])[C:3]1([C:26]2[CH:27]=[CH:28][CH:29]=[CH:30][CH:31]=2)[CH2:4][CH2:5][C:6](=[CH:9][C:10]([NH:12][CH2:13][CH2:14][CH2:15][CH2:16][C:17]2[C:25]3[C:20](=[CH:21][CH:22]=[CH:23][CH:24]=3)[NH:19][CH:18]=2)=[O:11])[CH2:7][CH2:8]1 |f:3.4|. Procedure details: 2-(4-Dimethylamino-4-phenylcyclohexylidene)-N-[4-(1H-indol-3-yl)butyl]acetamide (184 mg, 0.428 mmol) was dissolved in ethyl methyl ketone (10 ml), and chlorotrimethylsilane (0.08 ml, 0.64 mmol) was added. After 1.5 h the hydrochloride was isolated as a colourless solid with an m.p. of 185-188° C. in a yield of 74% (147 mg). Reactants: C1(CCCC1)=O (cyclopentanone), C(C)(=O)O[BH-](OC(C)=O)OC(C)=O.[Na+] (sodium triacetoxyborohydride), C(C)(=O)O[BH-](OC(C)=O)OC(C)=O.[Na+] (Sodium triacetoxyborohydride), ClC(C)Cl (dichloroethane), N[C@@H]1[C@H](CCCC1)NC1=C(C(=O)NC2=CC=C3C(C(NC3=C2)=O)(C)C)C=CC(=C1)C(F)(F)F (2-{[(1S,2S)-2-aminocyclohexyl]amino}-N-(3,3-dimethyl-2-oxo-2,3-dihydro-1H-indol-6-yl)-4-(trifluoromethyl)benzamide), C1(CCCC1)=O (cyclopentanone), [OH-].[Na+] (sodium hydroxide). The solvent is C(C)(=O)O (Acetic acid), C(C)(=O)O (acetic acid). Reaction conditions: time 1 day. The product is Cl.C1(CCCC1)N[C@@H]1[C@H](CCCC1)NC1=C(C(=O)NC2=CC=C3C(C(NC3=C2)=O)(C)C)C=CC(=C1)C(F)(F)F (2-{[(1S,2S)-2-(cyclopentylamino)cyclohexyl]amino}-N-(3,3-dimethyl-2-oxo-2,3-dihydro-1H-indol-6-yl)-4-(trifluoromethyl)benzamide hydrochloride). As a reaction SMILES: C(O[BH-](OC(=O)C)OC(=O)C)(=O)C.[Na+].[Cl:15]C(Cl)C.[NH2:19][C@H:20]1[CH2:25][CH2:24][CH2:23][CH2:22][C@@H:21]1[NH:26][C:27]1[CH:47]=[C:46]([C:48]([F:51])([F:50])[F:49])[CH:45]=[CH:44][C:28]=1[C:29]([NH:31][C:32]1[CH:40]=[C:39]2[C:35]([C:36]([CH3:43])([CH3:42])[C:37](=[O:41])[NH:38]2)=[CH:34][CH:33]=1)=[O:30].[C:52]1(=O)[CH2:56][CH2:55][CH2:54][CH2:53]1.[OH-].[Na+]>C(O)(=O)C>[ClH:15].[CH:52]1([NH:19][C@H:20]2[CH2:25][CH2:24][CH2:23][CH2:22][C@@H:21]2[NH:26][C:27]2[CH:47]=[C:46]([C:48]([F:51])([F:49])[F:50])[CH:45]=[CH:44][C:28]=2[C:29]([NH:31][C:32]2[CH:40]=[C:39]3[C:35]([C:36]([CH3:43])([CH3:42])[C:37](=[O:41])[NH:38]3)=[CH:34][CH:33]=2)=[O:30])[CH2:56][CH2:55][CH2:54][CH2:53]1 |f:0.1,5.6,8.9|. Reported procedure: Sodium triacetoxyborohydride (138 mg) was added to a dichloroethane (20 mL) solution of 2-{[(1S,2S)-2-aminocyclohexyl]amino}-N-(3,3-dimethyl-2-oxo-2,3-dihydro-1H-indol-6-yl)-4-(trifluoromethyl)benzamide (200 mg), cyclopentanone (40 mg) and acetic acid (29 mg), followed by stirring at room temperature for 1 day. Acetic acid (260 mg), cyclopentanone (140 mg) and sodium triacetoxyborohydride (140 mg) were added to the reaction liquid, followed by stirring for 1 day. A 1 M sodium hydroxide aqueous s... Reactants: NC1=C2C=CN(C(C2=CC=C1)=O)C1CC1 (5-Amino-2-cyclopropylisoquinolin-1(2H)-one), N(=O)[O-].[Na+] (sodium nitrite), CS(=O)C (dimethyl sulfoxide), I (hydrogen iodide), CS(=O)C (dimethyl sulfoxide), C(=O)([O-])[O-].[Na+].[Na+] (Na2CO3). Conditions: time 1 hour. Product: C1(CC1)N1C(C2=CC=CC(=C2C=C1)I)=O (2-Cyclopropyl-5-iodoisoquinolin-1(2H)-one). Reaction SMILES: N[C:2]1[CH:11]=[CH:10][CH:9]=[C:8]2[C:3]=1[CH:4]=[CH:5][N:6]([CH:13]1[CH2:15][CH2:14]1)[C:7]2=[O:12].N([O-])=O.[Na+].CS(C)=O.[IH:24].C([O-])([O-])=O.[Na+].[Na+]>>[CH:13]1([N:6]2[CH:5]=[CH:4][C:3]3[C:8](=[CH:9][CH:10]=[CH:11][C:2]=3[I:24])[C:7]2=[O:12])[CH2:15][CH2:14]1 |f:1.2,5.6.7|. Reported procedure: 5-Amino-2-cyclopropylisoquinolin-1(2H)-one (2.0 g, 0.0095 mol) was added to a solution of sodium nitrite (3 g, 0.04 mol) in dimethyl sulfoxide (100 mL, 2 mol) at room temperature. Aqueous hydrogen iodide (10 mL, 0.08 mol) in dimethyl sulfoxide (100 mL, 2 mol) was added. The reaction mixture was stirred at room temperature for 1 hour. The reaction mixture was neutralized with saturated aq. Na2CO3 and extracted with methylene chloride (3×200 mL). The combined methylene chloride extracts were washe... The reactants are N(CC)CC (Et2NH), COC=1C=C2CCNC2=CC1[N+](=O)[O-] (5-(methyloxy)-6-nitro-2,3-dihydro-1H-indole), BrCC(=O)Cl (bromoacetyl chloride), C(=O)([O-])[O-].[K+].[K+] (K2CO3), N(CC)CC (Et2NH). Run in C1CCOC1 (THF), CCOC(=O)C (EtOAc). Conditions: temperature 60 celsius, time 40 minute. The product is C(C)N(CC(=O)N1CCC2=CC(=C(C=C12)[N+](=O)[O-])OC)CC (N,N-diethyl-2-[5-(methyloxy)-6-nitro-2,3-dihydro-1H-indol-1-yl]-2-oxoethanamine). Isolated yield 91.2%. Reaction SMILES: [CH3:1][O:2][C:3]1[CH:4]=[C:5]2[C:9](=[CH:10][C:11]=1[N+:12]([O-:14])=[O:13])[NH:8][CH2:7][CH2:6]2.Br[CH2:16][C:17](Cl)=[O:18].C([O-])([O-])=O.[K+].[K+].[NH:26]([CH2:29][CH3:30])[CH2:27][CH3:28]>C1COCC1.CCOC(C)=O>[CH2:27]([N:26]([CH2:29][CH3:30])[CH2:16][C:17]([N:8]1[C:9]2[C:5](=[CH:4][C:3]([O:2][CH3:1])=[C:11]([N+:12]([O-:14])=[O:13])[CH:10]=2)[CH2:6][CH2:7]1)=[O:18])[CH3:28] |f:2.3.4|. Procedure details: A mixture of 5-(methyloxy)-6-nitro-2,3-dihydro-1H-indole (Intermediate B99, 433 mg, 2.23 mol), bromoacetyl chloride (386 mg, 2.45 mmol) and K2CO3 (924 mg, 6.69 mmol) in THF (50 mL) was stirred for 40 min and then Et2NH (326 mg, 4.46 mmol) was added. The reaction mixture was stirred for 1 day, additional Et2NH (0.3 mL) was added, stirring was continued for an additional 24 h, then the reaction was heated at 60° C. for 2 h. The resulting mixture was diluted with EtOAc (200 mL), washed with water (...